From a dataset of the Open Reaction Database (ORD), a public repository of structured organic reaction records. describe an organic reaction: reactants, conditions, products, and yield The reactants are ClC1=C(C=C(CN2CCC(CC2)N)C=C1)OCC (1-(4-chloro-3-ethoxy-benzyl)piperidin-4-ylamine), CC1=C(C(=O)O)C=CC(=C1)C (2,4-dimethylbenzoic acid). Product: ClC1=C(C=C(CN2CCC(CC2)NC(C2=C(C=C(C=C2)C)C)=O)C=C1)OCC (N-[1-(4-Chloro-3-ethoxy-benzyl)piperidin-4-yl]-2,4-dimethyl-benzamide). The yield is 8.0%. RXN SMILES: [Cl:1][C:2]1[CH:15]=[CH:14][C:5]([CH2:6][N:7]2[CH2:12][CH2:11][CH:10]([NH2:13])[CH2:9][CH2:8]2)=[CH:4][C:3]=1[O:16][CH2:17][CH3:18].[CH3:19][C:20]1[CH:28]=[C:27]([CH3:29])[CH:26]=[CH:25][C:21]=1[C:22](O)=[O:23]>>[Cl:1][C:2]1[CH:15]=[CH:14][C:5]([CH2:6][N:7]2[CH2:12][CH2:11][CH:10]([NH:13][C:22](=[O:23])[C:21]3[CH:25]=[CH:26][C:27]([CH3:29])=[CH:28][C:20]=3[CH3:19])[CH2:9][CH2:8]2)=[CH:4][C:3]=1[O:16][CH2:17][CH3:18]. Reported procedure: The title compound (3 mg, 8%) was prepared analogously to example 8 by coupling of 1-(4-chloro-3-ethoxy-benzyl)piperidin-4-ylamine with 2,4-dimethylbenzoic acid. MS: 401.4 (MH+).